This data is from the Open Reaction Database (ORD), a public repository of structured organic reaction records. The task is: describe an organic reaction: reactants, conditions, products, and yield Yields the product C(C)(=O)C1=C(C(=C(OCCCS(=O)(=O)C2=CC=C(C=C2)C(CCCO)=O)C=C1)CCC)O (4(3-(4-acetyl-3hydroxy-2-propylphenoxy)propylsulfonyl)-delta-oxobenzenebutanol). The reactants are C(C)(=O)C1=C(C(=C(OCCCSC2=CC=C(C=C2)C(CCCO)=O)C=C1)CCC)O (4-(3-(4-acetyl-3-hydroxy-2-propylphenoxy)-propylthio)-delta-oxo-benzenebutanol), ClC1=CC(=CC=C1)C(=O)OO (m-Chloroperbenzoic acid), [OH-].[Ca+2].[OH-] (Calcium hydroxide). Run in C(Cl)(Cl)Cl (chloroform). Run at time 1 hour. RXN SMILES: [C:1]([C:4]1[CH:26]=[CH:25][C:7]([O:8][CH2:9][CH2:10][CH2:11][S:12][C:13]2[CH:18]=[CH:17][C:16]([C:19](=[O:24])[CH2:20][CH2:21][CH2:22][OH:23])=[CH:15][CH:14]=2)=[C:6]([CH2:27][CH2:28][CH3:29])[C:5]=1[OH:30])(=[O:3])[CH3:2].ClC1C=CC=C(C(OO)=O)C=1.[OH-:42].[Ca+2].[OH-:44]>C(Cl)(Cl)Cl>[C:1]([C:4]1[CH:26]=[CH:25][C:7]([O:8][CH2:9][CH2:10][CH2:11][S:12]([C:13]2[CH:18]=[CH:17][C:16]([C:19](=[O:24])[CH2:20][CH2:21][CH2:22][OH:23])=[CH:15][CH:14]=2)(=[O:44])=[O:42])=[C:6]([CH2:27][CH2:28][CH3:29])[C:5]=1[OH:30])(=[O:3])[CH3:2] |f:2.3.4|. Procedure details: The compound of Example 46. Step B (330 mg, 0.767 mmoles) was dissolved in chloroform and cooled to 0°. m-Chloroperbenzoic acid (328 mg, 1.57 mmoles) was added and the reaction stirred for one hour. Calcium hydroxide (195 mg) was added and the reaction stirred for 90 minutes at room temperature. The mixture was filtered and the filtrate evaporated to dryness. The residue crystallized from ethyl acetatehexane to yield the title compound; m.p. 99°-100°. The reactants are [F-].C(CCC)[N+](CCCC)(CCCC)CCCC (tetrabutyl ammonium fluoride), [Si](C)(C)(C(C)(C)C)OCC(CN1C2=C(N=CC1=O)C=CC(=N2)OC)OCOC (4-[3-{[tert-Butyl(dimethyl)silyl]oxy}-2-(methoxymethoxy)propyl]-6-methoxypyrido[2,3-b]pyrazin-3(4H)-one). The solvent is O1CCCC1 (tetrahydrofuran), O1CCCC1 (tetrahydrofuran), ClCCl (dichloromethane). Reaction conditions: time 15 hour. Product: OCC(CN1C2=C(N=CC1=O)C=CC(=N2)OC)OCOC (4-[3-Hydroxy-2-(methoxymethoxy)propyl]-6-methoxypyrido[2,3-b]pyrazin-3(4H)-one). Yield: 87.0%. Reaction SMILES: [F-].C([N+](CCCC)(CCCC)CCCC)CCC.[Si]([O:26][CH2:27][CH:28]([O:43][CH2:44][O:45][CH3:46])[CH2:29][N:30]1[C:35](=[O:36])[CH:34]=[N:33][C:32]2[CH:37]=[CH:38][C:39]([O:41][CH3:42])=[N:40][C:31]1=2)(C(C)(C)C)(C)C>O1CCCC1.ClCCl>[OH:26][CH2:27][CH:28]([O:43][CH2:44][O:45][CH3:46])[CH2:29][N:30]1[C:35](=[O:36])[CH:34]=[N:33][C:32]2[CH:37]=[CH:38][C:39]([O:41][CH3:42])=[N:40][C:31]1=2 |f:0.1|. Reported procedure: A solution of tetrabutyl ammonium fluoride in 1M tetrahydrofuran (3.22 ml, 3.22 mmol) was added to a solution of 4-[3-{[tert-Butyl(dimethyl)silyl]oxy}-2-(methoxymethoxy)propyl]-6-methoxypyrido[2,3-b]pyrazin-3(4H)-one (1.02 g, 2.48 mmol) in tetrahydrofuran (15 ml) under cooling on ice and the mixture was stirred for 15 hours. The reaction solution was diluted with dichloromethane and washed with saturated sodium bicarbonate water. The organic layer was dried over anhydrous sodium sulfate and the ... Yields the product O=Cc1cc(OCc2ccccc2)c2ccccc2c1. Reactants: OCc1cc(OCc2ccccc2)c2ccccc2c1, CCOC(C)=O. Reaction SMILES: [CH2:1]([c:2]1[cH:3][cH:4][cH:5][cH:6][cH:7]1)[O:8][c:9]1[cH:10][c:11]([CH2:19][OH:20])[cH:12][c:13]2[cH:14][cH:15][cH:16][cH:17][c:18]12.[CH3:21][CH2:22][O:23][C:24]([CH3:25])=[O:26]>>[CH2:1]([c:2]1[cH:3][cH:4][cH:5][cH:6][cH:7]1)[O:8][c:9]1[cH:10][c:11]([CH:19]=[O:20])[cH:12][c:13]2[cH:14][cH:15][cH:16][cH:17][c:18]12. Starting materials: CN(CCOC(CC1=CC=C(C=C1)C=1C=CC\2=C(\N=C(/C\C(=C2)\C(N(CCC)CCCO[Si](C)(C)C(C)(C)C)=O)\NC(=O)OC(C)(C)C)C1)=O)C (2-(dimethylamino)ethyl-2-(4-((1E,4E)-2-(tert-butoxycarbonylamino)-4-((3-(tert-butyldimethylsilyloxy)propyl)(propyl)carbamoyl)-3H-benzo[b]azepin-8-yl)phenyl)acetate). The solvent is ClCCl (dichloromethane), C(=O)(C(F)(F)F)O (TFA). Run at time 1 hour. Yields the product CN(CCOC(CC1=CC=C(C=C1)C=1C=CC\2=C(\N=C(/C\C(=C2)\C(N(CCC)CCCO)=O)\N)C1)=O)C (2-(dimethylamino)ethyl-2-(4-((1E,4E)-2-amino-4-((3-hydroxypropyl)(propyl)carbamoyl)-3H-benzo[b]azepin-8-yl)phenyl)acetate). RXN SMILES: [CH3:1][N:2]([CH3:51])[CH2:3][CH2:4][O:5][C:6](=[O:50])[CH2:7][C:8]1[CH:13]=[CH:12][C:11]([C:14]2[CH:15]=[CH:16][C:17]3=[C:18]([CH:49]=2)[N:19]=[C:20]([NH:41]C(OC(C)(C)C)=O)[CH2:21][C:22]([C:24](=[O:40])[N:25]([CH2:29][CH2:30][CH2:31][O:32][Si](C(C)(C)C)(C)C)[CH2:26][CH2:27][CH3:28])=[CH:23]3)=[CH:10][CH:9]=1>ClCCl.C(O)(C(F)(F)F)=O>[CH3:51][N:2]([CH3:1])[CH2:3][CH2:4][O:5][C:6](=[O:50])[CH2:7][C:8]1[CH:9]=[CH:10][C:11]([C:14]2[CH:15]=[CH:16][C:17]3=[C:18]([CH:49]=2)[N:19]=[C:20]([NH2:41])[CH2:21][C:22]([C:24](=[O:40])[N:25]([CH2:29][CH2:30][CH2:31][OH:32])[CH2:26][CH2:27][CH3:28])=[CH:23]3)=[CH:12][CH:13]=1. Procedure: tert-butyl (1E,4E)-8-bromo-4-((3-(tert-butyldimethylsilyloxy)propyl)(propyl)carbamoyl)-3H-benzo[b]azepin-2-ylcarbamate, 2-(dimethylamino)ethyl 2-(4-(4,4,5,5-tetramethyl-1,3,2-dioxaborolan-2-yl)phenyl)acetate (1.5 equiv), tetrakis(triphenylphosphine)palladium(0), 2M aqueous potassium carbonate (3 equiv) were combined in 2 mls of acetonitrile in a microwave reaction vial. This mixture was heated in a microwave to 100° C. for 30 minutes. The mixture was then diluted with EtOAc, washed twice with br...